This data is from the Open Reaction Database (ORD), a public repository of structured organic reaction records. The task is: describe an organic reaction: reactants, conditions, products, and yield Starting materials: FC1=CC=C(C=C1)C(N1CCNCC1)C1=CC=C(C=C1)F (1-[bis-(4-fluorophenyl)methyl]piperazine), OC1=CC2=C(OC(=CO2)C(=O)O)C=C1C(C)(C)C (6-hydroxy-7-tert-butyl-1,4-benzodioxin-2-carboxylic acid). Product: OC1=CC2=C(OC(=CO2)C(=O)N2CCN(CC2)C(C2=CC=C(C=C2)F)C2=CC=C(C=C2)F)C=C1C(C)(C)C (6-HYDROXY-7-TERT-BUTYL-2-{4-[BIS-(4-FLUOROPHENYL) METHYL ]PIPERAZIN-1-YLCARBONYL}-1,4-BENZODIOXIN). Yield: 83.0%. RXN SMILES: [F:1][C:2]1[CH:7]=[CH:6][C:5]([CH:8]([C:15]2[CH:20]=[CH:19][C:18]([F:21])=[CH:17][CH:16]=2)[N:9]2[CH2:14][CH2:13][NH:12][CH2:11][CH2:10]2)=[CH:4][CH:3]=1.[OH:22][C:23]1[C:35]([C:36]([CH3:39])([CH3:38])[CH3:37])=[CH:34][C:26]2[O:27][C:28]([C:31](O)=[O:32])=[CH:29][O:30][C:25]=2[CH:24]=1>>[OH:22][C:23]1[C:35]([C:36]([CH3:39])([CH3:38])[CH3:37])=[CH:34][C:26]2[O:27][C:28]([C:31]([N:12]3[CH2:11][CH2:10][N:9]([CH:8]([C:5]4[CH:4]=[CH:3][C:2]([F:1])=[CH:7][CH:6]=4)[C:15]4[CH:20]=[CH:19][C:18]([F:21])=[CH:17][CH:16]=4)[CH2:14][CH2:13]3)=[O:32])=[CH:29][O:30][C:25]=2[CH:24]=1. Procedure details: That compound is obtained in a yield of 83% starting from 1-[bis-(4-fluorophenyl)methyl]piperazine and 6-hydroxy-7-tert-butyl-1,4-benzodioxin-2-carboxylic acid. The product is C=C(C(=O)OCC)c1ccc(CCCCCCCC)cc1. Starting materials: CCOC(=O)C=P(c1ccccc1)(c1ccccc1)c1ccccc1, CCCCCCCCc1ccc(C=O)cc1, ClCCl. Reaction SMILES: [C:17](=[O:18])([O:19][CH2:20][CH3:21])[CH:22]=[P:23]([c:24]1[cH:25][cH:26][cH:27][cH:28][cH:29]1)([c:30]1[cH:31][cH:32][cH:33][cH:34][cH:35]1)[c:36]1[cH:37][cH:38][cH:39][cH:40][cH:41]1.[CH2:1]([CH2:2][CH2:3][CH2:4][CH2:5][CH2:6][CH2:7][CH3:8])[c:9]1[cH:10][cH:11][c:12]([CH:13]=[O:14])[cH:15][cH:16]1.[Cl:42][CH2:43][Cl:44]>>[CH2:1]([CH2:2][CH2:3][CH2:4][CH2:5][CH2:6][CH2:7][CH3:8])[c:9]1[cH:10][cH:11][c:12]([C:13]([C:17](=[O:18])[O:19][CH2:20][CH3:21])=[CH2:43])[cH:15][cH:16]1.